Dataset: the Open Reaction Database (ORD), a public repository of structured organic reaction records. Task: describe an organic reaction: reactants, conditions, products, and yield The reactants are CC(=O)[O-], CCOC(C)=O, C=CC=O, CCOC(=O)C(Cl)C#N, [Na+]. Yields the product CCOC(=O)C(Cl)(C#N)CCC=O. As a reaction SMILES: [C:1]([O-:2])(=[O:3])[CH3:4].[CH3:19][CH2:20][O:21][C:22]([CH3:23])=[O:24].[CH:15](=[O:16])[CH:17]=[CH2:18].[Cl:6][CH:7]([C:8](=[O:9])[O:10][CH2:11][CH3:12])[C:13]#[N:14].[Na+:5]>>[Cl:6][C:7]([C:8](=[O:9])[O:10][CH2:11][CH3:12])([C:13]#[N:14])[CH2:18][CH2:17][CH:15]=[O:16]. Starting materials: CN(C(=O)Cl)C (Dimethylcarbamyl chloride), ClC=1C=C(C=CC1Cl)CC(=O)N1C(CNCC1)CN1CCCC1 (1-[(3,4-dichlorophenyl)acetyl]-2-(1-pyrrolidinylmethyl)piperazine), N1=CC=CC=C1 (pyridine). Reagents/catalysts: CN(C1=CC=NC=C1)C (4-dimethylaminopyridine). Solvent: ClCCl (dichloromethane). The product is N (NH3), ClC=1C=C(C=CC1Cl)CC(=O)N1C(CN(CC1)C(=O)N(C)C)CN1CCCC1 (4-[(3,4-Dichlorophenyl)acetyl]-N,N-dimethyl-3-(1-pyrrolidinylmethyl)-1-piperazinecarboxamide). Isolated yield 148.7%. Reaction SMILES: [CH3:1][N:2]([CH3:6])[C:3](Cl)=[O:4].[Cl:7][C:8]1[CH:9]=[C:10]([CH2:15][C:16]([N:18]2[CH2:23][CH2:22][NH:21][CH2:20][CH:19]2[CH2:24][N:25]2[CH2:29][CH2:28][CH2:27][CH2:26]2)=[O:17])[CH:11]=[CH:12][C:13]=1[Cl:14].N1C=CC=CC=1>CN(C)C1C=CN=CC=1.ClCCl>[NH3:2].[Cl:7][C:8]1[CH:9]=[C:10]([CH2:15][C:16]([N:18]2[CH2:23][CH2:22][N:21]([C:3]([N:2]([CH3:6])[CH3:1])=[O:4])[CH2:20][CH:19]2[CH2:24][N:25]2[CH2:29][CH2:28][CH2:27][CH2:26]2)=[O:17])[CH:11]=[CH:12][C:13]=1[Cl:14]. Reported procedure: Dimethylcarbamyl chloride (66 mg) was added to a stirred solution of 1-[(3,4-dichlorophenyl)acetyl]-2-(1-pyrrolidinylmethyl)piperazine (200 mg), pyridine (53 mg) and 4-dimethylaminopyridine (5 mg) in dry dichloromethane at 0° for 4.5 h. The reaction mixture was washed with aqueous 2N sodium carbonate solution (2×10 ml), dried and evaporated to give an oil, which was purified by flash column chromatography eluting with dichloromethane:methanol:0.880 NH3 (200:8:1) to give the title compound as an ... Reactants: C(C)(=O)O (acetic acid), C(C1=CC=CC=C1)NC=1C=C(N(C1)CC1=CC=C(C=C1)F)C(C)=O (1-[4-benzylamino-1-(4-fluorobenzyl)-1H-pyrrol-2-yl]ethanone), C=O (formalin), C(#N)[BH3-].[Na+] (sodium cyanoborohydride), C(C)(=O)O (acetic acid). The solvent is CO (MeOH), CO (MeOH). Reaction conditions: time 18 hour. Product: C(C1=CC=CC=C1)CNC=1C=C(N(C1)CC1=CC=C(C=C1)F)C(C)=O (1-[4-benzylmethylamino-1-(4-fluorobenzyl)-1H-pyrrol-2-yl]ethanone). As a reaction SMILES: [CH2:1]([NH:8][C:9]1[CH:10]=[C:11](C(=O)C)[N:12]([CH2:14][C:15]2[CH:20]=[CH:19][C:18]([F:21])=[CH:17][CH:16]=2)[CH:13]=1)[C:2]1[CH:7]=[CH:6][CH:5]=[CH:4][CH:3]=1.C=O.[C:27]([BH3-])#N.[Na+].[C:31]([OH:34])(=O)[CH3:32]>CO>[CH2:2]([CH2:1][NH:8][C:9]1[CH:10]=[C:11]([C:31](=[O:34])[CH3:32])[N:12]([CH2:14][C:15]2[CH:16]=[CH:17][C:18]([F:21])=[CH:19][CH:20]=2)[CH:13]=1)[C:7]1[CH:6]=[CH:5][CH:4]=[CH:3][CH:27]=1 |f:2.3|. Procedure details: To a 100 mL round bottomed flask with a stirring bar and an addition funnel topped by an argon inlet was added 1-[4-benzylamino-1-(4-fluorobenzyl)-1H-pyrrol-2-yl]ethanone AVIII-1-1 (0.472 g, 1.46 mmol), MeOH (20 mL), formalin (1.19 mL of 37% aqueous solution, 14.64 mmol) and sodium cyanoborohydride (0.628 g, 10.00 mmol). The addition funnel was charged with a solution of glacial acetic acid (0.57 mL, 10.0 mmol) in MeOH (20 mL). The acetic acid solution was added dropwise to the reaction mixture ... The reactants are CCO, CCOC(=O)C(=NOC)c1csc(=O)s1, O. Yields the product CON=C(C(=O)O)c1csc(=O)s1. As a reaction SMILES: [CH3:16][CH2:17][OH:18].[O:1]=[c:2]1[s:3][cH:4][c:5]([C:7]([C:8](=[O:9])[O:10][CH2:11][CH3:12])=[N:13][O:14][CH3:15])[s:6]1.[OH2:19]>>[O:1]=[c:2]1[s:3][cH:4][c:5]([C:7]([C:8](=[O:9])[OH:10])=[N:13][O:14][CH3:15])[s:6]1.